describe an organic reaction: reactants, conditions, products, and yield From a dataset of the Open Reaction Database (ORD), a public repository of structured organic reaction records. The reactants are C1(CCCCC1)N=C=NC1CCCCC1 (dicyclohexylcarbodiimide), ClC1=CC=C(C=C1)C(OC1CCN(CC1)CCCC(=O)O)C1=NC=CC=C1 (4-(4-[(4-chlorophenyl)-2-pyridylmethoxy]piperidinyl)butanoic acid), NC=1C=C(C=C2C(C=C(OC12)C(=O)OC)=O)OC (8-amino-6-methoxy-2-methoxycarbonylchromone). Run in ClCCl (dichloromethane). Reaction conditions: temperature 0 celsius, time 30 minute. The product is COC=1C=C2C(C=C(OC2=C(C1)NC(=O)CCCN1CCC(CC1)OC(C1=NC=CC=C1)C1=CC=C(C=C1)Cl)C(=O)OC)=O (1-(3-[N-(6-methoxy-2-methoxycarbonylchromon-8-yl)carbamoyl]propyl)-4-[(4-chlorophenyl)-2-pyridylmethoxy]piperidine). Isolated yield 15.7%. Reaction SMILES: [Cl:1][C:2]1[CH:7]=[CH:6][C:5]([CH:8]([C:22]2[CH:27]=[CH:26][CH:25]=[CH:24][N:23]=2)[O:9][CH:10]2[CH2:15][CH2:14][N:13]([CH2:16][CH2:17][CH2:18][C:19](O)=[O:20])[CH2:12][CH2:11]2)=[CH:4][CH:3]=1.C1(N=C=NC2CCCCC2)CCCCC1.[NH2:43][C:44]1[CH:45]=[C:46]([O:59][CH3:60])[CH:47]=[C:48]2[C:53]=1[O:52][C:51]([C:54]([O:56][CH3:57])=[O:55])=[CH:50][C:49]2=[O:58]>ClCCl>[CH3:60][O:59][C:46]1[CH:47]=[C:48]2[C:53](=[C:44]([NH:43][C:19]([CH2:18][CH2:17][CH2:16][N:13]3[CH2:14][CH2:15][CH:10]([O:9][CH:8]([C:5]4[CH:6]=[CH:7][C:2]([Cl:1])=[CH:3][CH:4]=4)[C:22]4[CH:27]=[CH:26][CH:25]=[CH:24][N:23]=4)[CH2:11][CH2:12]3)=[O:20])[CH:45]=1)[O:52][C:51]([C:54]([O:56][CH3:57])=[O:55])=[CH:50][C:49]2=[O:58]. Reported procedure: To 2.0 g (5.14 mmol) of 4-(4-[(4-chlorophenyl)-2-pyridylmethoxy]piperidinyl)butanoic acid dissolved in 20 ml of dichloromethane was added 1.27 g (6.17 mmol) of dicyclohexylcarbodiimide, and the mixture was stirred at 0° C. for 30 minutes. To the reaction mixture was added 1.54 g (6.18 mmol) of 8-amino-6-methoxy-2-methoxycarbonylchromone, and the mixture was further stirred at 0° C. for 3 hours. The reaction mixture was allowed to stand at room temperature overnight and then concentrated under re... Starting materials: COc1cc2c(Cl)ncnc2cc1OCc1ccccc1, C1CCOC1, [H-], O=C1Cc2ccccc2N1, [Na+], CN(C)C=O. Yields the product COc1cc2c(C3C(=O)Nc4ccccc43)ncnc2cc1OCc1ccccc1. Reaction SMILES: [CH2:13]([c:14]1[cH:15][cH:16][cH:17][cH:18][cH:19]1)[O:20][c:21]1[c:22]([O:32][CH3:33])[cH:23][c:24]2[c:25]([Cl:31])[n:26][cH:27][n:28][c:29]2[cH:30]1.[CH2:39]1[O:40][CH2:41][CH2:42][CH2:43]1.[H-:11].[NH:1]1[C:2](=[O:10])[CH2:3][c:4]2[cH:5][cH:6][cH:7][cH:8][c:9]21.[Na+:12].[O:34]=[CH:35][N:36]([CH3:37])[CH3:38]>>[NH:1]1[C:2](=[O:10])[CH:3]([c:25]2[c:24]3[cH:23][c:22]([O:32][CH3:33])[c:21]([O:20][CH2:13][c:14]4[cH:15][cH:16][cH:17][cH:18][cH:19]4)[cH:30][c:29]3[n:28][cH:27][n:26]2)[c:4]2[cH:5][cH:6][cH:7][cH:8][c:9]21. Reactants: FC(C1=CC=C(C=C1)C(CC(C(F)(F)F)=O)=O)(F)F (1-(4-trifluoromethyl-phenyl)-4,4,4-trifluoro-butane-1,3-dione), 3,4-dichloro-acetophenone, NC1=NNC=C1C1=NC=CC=C1 (3-amino-4-(2-pyridinyl)-pyrazole). The product is FC(C1=CC=C(C=C1)C1=NC=2N(C(=C1)C(F)(F)F)N=CC2C2=NC=CC=C2)(F)F (5-(4-Trifluoromethyl-phenyl)-3-pyridin-2-yl-7-trifluoromethyl-pyrazolo[1,5-a]pyrimidine). The yield is 71.0%. Reaction SMILES: [F:1][C:2]([F:19])([F:18])[C:3]1[CH:8]=[CH:7][C:6]([C:9](=O)[CH2:10][C:11](=O)[C:12]([F:15])([F:14])[F:13])=[CH:5][CH:4]=1.[NH2:20][C:21]1[C:25]([C:26]2[CH:31]=[CH:30][CH:29]=[CH:28][N:27]=2)=[CH:24][NH:23][N:22]=1>>[F:1][C:2]([F:19])([F:18])[C:3]1[CH:8]=[CH:7][C:6]([C:9]2[CH:10]=[C:11]([C:12]([F:15])([F:14])[F:13])[N:22]3[N:23]=[CH:24][C:25]([C:26]4[CH:31]=[CH:30][CH:29]=[CH:28][N:27]=4)=[C:21]3[N:20]=2)=[CH:5][CH:4]=1. Reported procedure: Reaction of 1-(4-trifluoromethyl-phenyl)-4,4,4-trifluoro-butane-1,3-dione (142 mg, 0.5 mmol), prepared from commercially available 3,4-dichloro-acetophenone according to general procedure A, and 3-amino-4-(2-pyridinyl)-pyrazole [CAS No. 493038-87-2; prepared from 2-cyanomethyl-pyridine as described in Bioorg. Med. Chem. Lett. 12 (2002) 3537-3541] (80 mg, 0.5 mmol) according to general procedure B yielded the title compound as a yellow solid (145 mg, 71%). MS (ISP) 409.2 [(M+H)+]; mp 202° C.